From a dataset of the Open Reaction Database (ORD), a public repository of structured organic reaction records. describe an organic reaction: reactants, conditions, products, and yield Reaction SMILES: [Cl:1][C:2]1[CH:7]=[C:6]([C:8]([F:11])([F:10])[F:9])[CH:5]=[CH:4][C:3]=1[NH:12][CH:13]([CH:16]([CH3:18])[CH3:17])[C:14]#[N:15].Cl.[CH3:20][OH:21]>>[Cl:1][C:2]1[CH:7]=[C:6]([C:8]([F:11])([F:10])[F:9])[CH:5]=[CH:4][C:3]=1[NH:12][CH:13]([CH:16]([CH3:18])[CH3:17])[C:14](=[NH:15])[O:21][CH3:20]. Yields the product ClC1=C(C=CC(=C1)C(F)(F)F)NC(C(OC)=N)C(C)C (methyl 2-(2-chloro-4-trifluoromethylphenylamino)-3-methylbutanimidate). Reactants: Cl (hydrogen chloride), CO (methanol), ClC1=C(C=CC(=C1)C(F)(F)F)NC(C#N)C(C)C (2-(2-chloro-4-trifluoromethylphenylamino)-3-methylbutyronitrile). Procedure: Following the procedure described in Example 6, 2-(2-chloro-4-trifluoromethylphenylamino)-3-methylbutyronitrile is reacted with methanol and hydrogen chloride to give methyl 2-(2-chloro-4-trifluoromethylphenylamino)-3-methylbutanimidate, which is then reacted with 3-phenoxybenzyl alcohol, yielding the desired compound 3-phenoxybenzyl 2-(2-chloro-4-trifluoromethylphenylamino)-3-methylbutanimidate. Reactants: CCCCCCCCCCc1ccc(S(=O)(=O)Cl)cc1, CN(C)CC(N)CC(=O)OCc1ccccc1. Product: CCCCCCCCCCc1ccc(S(=O)(=O)NC(CC(=O)OCc2ccccc2)CN(C)C)cc1. Reaction SMILES: [CH2:18]([CH2:19][CH2:20][CH2:21][CH2:22][CH2:23][CH2:24][CH2:25][CH2:26][CH3:27])[c:28]1[cH:29][cH:30][c:31]([S:34](=[O:35])(=[O:36])[Cl:37])[cH:32][cH:33]1.[NH2:1][CH:2]([CH2:3][C:4](=[O:5])[O:6][CH2:7][c:8]1[cH:9][cH:10][cH:11][cH:12][cH:13]1)[CH2:14][N:15]([CH3:16])[CH3:17]>>[NH:1]([CH:2]([CH2:3][C:4](=[O:5])[O:6][CH2:7][c:8]1[cH:9][cH:10][cH:11][cH:12][cH:13]1)[CH2:14][N:15]([CH3:16])[CH3:17])[S:34]([c:31]1[cH:30][cH:29][c:28]([CH2:18][CH2:19][CH2:20][CH2:21][CH2:22][CH2:23][CH2:24][CH2:25][CH2:26][CH3:27])[cH:33][cH:32]1)(=[O:35])=[O:36]. Starting materials: CCOC(=O)c1cc(-c2cccc(Cl)c2)c(OCCO)c(-c2cccc(Cl)c2)c1, C1CCOC1, [Li]CCCC, NCCCCCCCCc1ccccc1. The product is O=C(NCCCCCCCCc1ccccc1)c1cc(-c2cccc(Cl)c2)c(OCCO)c(-c2cccc(Cl)c2)c1. As a reaction SMILES: [CH2:21]([O:23][C:24](=[O:22])[c:25]1[cH:26][c:27](-[c:42]2[cH:43][c:44]([Cl:48])[cH:45][cH:46][cH:47]2)[c:28]([O:38][CH2:39][CH2:40][OH:41])[c:29](-[c:31]2[cH:32][c:33]([Cl:37])[cH:34][cH:35][cH:36]2)[cH:30]1)[CH3:49].[CH2:50]1[O:51][CH2:52][CH2:53][CH2:54]1.[CH3:16][CH2:17][CH2:18][CH2:19][Li:20].[c:1]1([CH2:7][CH2:8][CH2:9][CH2:10][CH2:11][CH2:12][CH2:13][CH2:14][NH2:15])[cH:2][cH:3][cH:4][cH:5][cH:6]1>>[c:1]1([CH2:7][CH2:8][CH2:9][CH2:10][CH2:11][CH2:12][CH2:13][CH2:14][NH:15][C:24](=[O:23])[c:25]2[cH:26][c:27](-[c:42]3[cH:43][c:44]([Cl:48])[cH:45][cH:46][cH:47]3)[c:28]([O:38][CH2:39][CH2:40][OH:41])[c:29](-[c:31]3[cH:32][c:33]([Cl:37])[cH:34][cH:35][cH:36]3)[cH:30]2)[cH:2][cH:3][cH:4][cH:5][cH:6]1. The reactants are C(C1=CC=CC=C1)OC(=O)C=1C=C(C=CC1)NC(NCC(=O)N1C(CC(C1C1=CC=CC=C1)C(NC1=CC=CC=C1)=O)C(=O)OC(C)(C)C)=O (tert-butyl (2RS,4RS,5SR)-1-{2-[3-(3-(benzyloxycarbonyl)phenyl)ureido]acetyl}-5-phenyl-4-(phenylcarbamoyl)pyrrolidine-2-carboxylate). The reagents and catalysts are [Pd] (palladium-on-charcoal). The solvent is C(C)O (ethanol). Yields the product C(C)(C)(C)OC(=O)C1N(C(C(C1)C(NC1=CC=CC=C1)=O)C1=CC=CC=C1)C(CNC(NC=1C=C(C(=O)O)C=CC1)=O)=O ((2RS,4RS,5SR)-3-{3-[2-(2-tert-butoxycarbonyl-5-phenyl-4-phenylcarbamoyl-1-pyrrolidinyl)-2-oxoethyl]ureido}benzoic acid). Yield: 91.0%. Reaction SMILES: C([O:8][C:9]([C:11]1[CH:12]=[C:13]([NH:17][C:18](=[O:50])[NH:19][CH2:20][C:21]([N:23]2[CH:27]([C:28]3[CH:33]=[CH:32][CH:31]=[CH:30][CH:29]=3)[CH:26]([C:34](=[O:42])[NH:35][C:36]3[CH:41]=[CH:40][CH:39]=[CH:38][CH:37]=3)[CH2:25][CH:24]2[C:43]([O:45][C:46]([CH3:49])([CH3:48])[CH3:47])=[O:44])=[O:22])[CH:14]=[CH:15][CH:16]=1)=[O:10])C1C=CC=CC=1>C(O)C.[Pd]>[C:46]([O:45][C:43]([CH:24]1[CH2:25][CH:26]([C:34](=[O:42])[NH:35][C:36]2[CH:41]=[CH:40][CH:39]=[CH:38][CH:37]=2)[CH:27]([C:28]2[CH:33]=[CH:32][CH:31]=[CH:30][CH:29]=2)[N:23]1[C:21](=[O:22])[CH2:20][NH:19][C:18](=[O:50])[NH:17][C:13]1[CH:12]=[C:11]([CH:16]=[CH:15][CH:14]=1)[C:9]([OH:10])=[O:8])=[O:44])([CH3:49])([CH3:47])[CH3:48]. Procedure details: A The reaction is carried out in a way analogous to that described in Example 2A, but from 2.6 g of tert-butyl (2RS,4RS,5SR)-1-{2-[3-(3-(benzyloxycarbonyl)phenyl)ureido]acetyl}-5-phenyl-4-(phenylcarbamoyl)pyrrolidine-2-carboxylate and 0.3 g of 10% palladium-on-charcoal in 150 cm3 of ethanol. After treatment, there are obtained 2.05 g of (2RS,4RS,5SR)-3-{3-[2-(2-tert-butoxycarbonyl-5-phenyl-4-phenylcarbamoyl-1-pyrrolidinyl)-2-oxoethyl]ureido}benzoic acid [Rf =0.15; eluent: methylene chloride/meth... The reactants are FC(C(=O)O)(F)F.NC1CCN(CC1)CCN1C(OCC2=C1C=C(C=C2)OC)=O (1-[2-(4-Aminopiperidin-1-yl)ethyl]-7-methoxy-1,4-dihydro-2H-3,1-benzoxazin-2-one trifluoro acetate), COC1=CC=C2C=CC(N(C2=C1)C(CN1CCC(CC1)NC(OC(C)(C)C)=O)C)=O (tert-Butyl {1-[2-(7-methoxy-2-oxoquinolin-1(2H)-yl)propyl]piperidin-4-yl}carbamate), COC1=CC=C2C=CC(N(C2=C1)C(CN1CCC(CC1)NC(OC(C)(C)C)=O)C)=O (tert-Butyl {1-[2-(7-methoxy-2-oxoquinolin-1(2H)-yl)propyl]piperidin-4-yl}carbamate). Product: trifluoro acetate, COC=1C=CC2=C(N(C(CO2)=O)CCCN2CCNCC2)C1 (6-Methoxy-4-(3-piperazin-1-ylpropyl)-2H-1,4-benzoxazin-3(4H)-one). Reaction SMILES: COC1C=C2C(C=CC(=O)[N:10]2[CH:13](C)[CH2:14][N:15]2[CH2:20]CC(NC(=O)OC(C)(C)C)[CH2:17][CH2:16]2)=CC=1.FC(F)(F)[C:33](O)=[O:34].NC1CCN([CH2:45][CH2:46][N:47]2[C:52]3[CH:53]=[C:54]([O:57][CH3:58])[CH:55]=[CH:56][C:51]=3CO[C:48]2=[O:59])CC1>>[CH3:58][O:57][C:54]1[CH:55]=[CH:56][C:51]2[O:34][CH2:33][C:48](=[O:59])[N:47]([CH2:46][CH2:45][CH2:20][N:15]3[CH2:14][CH2:13][NH:10][CH2:17][CH2:16]3)[C:52]=2[CH:53]=1 |f:1.2|. Procedure details: tert-Butyl {1-[2-(7-methoxy-2-oxoquinolin-1(2H)-yl)propyl]piperidin-4-yl}carbamate (Intermediate 119, 500 mg, 1.23 mmol) was reacted as described for Intermediate 106. The crude trifluoro acetate of the title compound was obtained as a yellow oil, 866 mg (quantitative), and used without further purification for the next step.